Dataset: the Open Reaction Database (ORD), a public repository of structured organic reaction records. Task: describe an organic reaction: reactants, conditions, products, and yield Reactants: O=Cc1cncnc1, NCCN, c1ccccc1. Yields the product NCCNCc1cncnc1. Reaction SMILES: [CH:5](=[O:6])[c:7]1[cH:8][n:9][cH:10][n:11][cH:12]1.[NH2:1][CH2:2][CH2:3][NH2:4].[cH:13]1[cH:14][cH:15][cH:16][cH:17][cH:18]1>>[NH:1]([CH2:2][CH2:3][NH2:4])[CH2:5][c:7]1[cH:8][n:9][cH:10][n:11][cH:12]1. Starting materials: [Si](C)(C)(C(C)(C)C)O[C@H]1[C@H]([C@H](OC1)C=1C=NC=CC1)CCC(=O)OC (methyl (2S,3S,4S)-3-[4-(t-butyldimethylsilyloxy)-2-(3-pyridyl)-tetrahydrofuran-3-yl]propanoate), [OH-].[Na+] (sodium hydroxide). The solvent is CO (methanol). Conditions: time 8 hour. The product is [Si](C)(C)(C(C)(C)C)O[C@H]1[C@H]([C@H](OC1)C=1C=NC=CC1)CCC(=O)O ((2S,3S,4S)-3-[4-(t-butyldimethylsilyloxy)-2-(3-pyridyl)tetrahydrofuran-3-yl]propanoic acid). As a reaction SMILES: [Si:1]([O:8][C@@H:9]1[CH2:13][O:12][C@H:11]([C:14]2[CH:15]=[N:16][CH:17]=[CH:18][CH:19]=2)[C@@H:10]1[CH2:20][CH2:21][C:22]([O:24]C)=[O:23])([C:4]([CH3:7])([CH3:6])[CH3:5])([CH3:3])[CH3:2].[OH-].[Na+]>CO>[Si:1]([O:8][C@@H:9]1[CH2:13][O:12][C@H:11]([C:14]2[CH:15]=[N:16][CH:17]=[CH:18][CH:19]=2)[C@@H:10]1[CH2:20][CH2:21][C:22]([OH:24])=[O:23])([C:4]([CH3:7])([CH3:5])[CH3:6])([CH3:3])[CH3:2] |f:1.2|. Procedure details: To a solution of 1.82 g of methyl (2S,3S,4S)-3-[4-(t-butyldimethylsilyloxy)-2-(3-pyridyl)-tetrahydrofuran-3-yl]propanoate in 25 ml of methanol is added 10 ml (0.01 mol) of 1N sodium hydroxide, the mixture is stirred at room temperature overnight, evaporated to a small volume and extracted with ethyl acetate. The aqueous layer is diluted with 20 ml of methylene chloride, the mixture is cooled to 0° C. and the pH of the aqueous layer is adjusted with stirring to 5.5 with 2N aqueous hydrochloric ac... Starting materials: COc1cc(Cn2cnc3c(Cl)nc(NC(C)=O)nc32)c(Br)c(OC)c1OC, CI, [H-], [Na+], CN(C)C=O. Yields the product COc1cc(Cn2cnc3c(Cl)nc(N(C)C(C)=O)nc32)c(Br)c(OC)c1OC. RXN SMILES: [Br:1][c:2]1[c:3]([CH2:4][n:5]2[c:6]3[n:7][c:8]([NH:15][C:16]([CH3:17])=[O:18])[n:9][c:10]([Cl:14])[c:11]3[n:12][cH:13]2)[cH:19][c:20]([O:27][CH3:28])[c:21]([O:25][CH3:26])[c:22]1[O:23][CH3:24].[CH3:31][I:32].[H-:30].[Na+:29].[O:33]=[CH:34][N:35]([CH3:36])[CH3:37]>>[Br:1][c:2]1[c:3]([CH2:4][n:5]2[c:6]3[n:7][c:8]([N:15]([C:16]([CH3:17])=[O:18])[CH3:31])[n:9][c:10]([Cl:14])[c:11]3[n:12][cH:13]2)[cH:19][c:20]([O:27][CH3:28])[c:21]([O:25][CH3:26])[c:22]1[O:23][CH3:24]. The reactants are CC(C)(C)CCN, CC#N, CCN(C(C)C)C(C)C, ClCCN1CCOCC1, ClCCl, [Na+], [OH-]. Yields the product CC(C)(C)CCNCCN1CCOCC1. As a reaction SMILES: [CH3:10][C:11]([CH2:12][CH2:13][NH2:14])([CH3:15])[CH3:16].[CH3:26][C:27]#[N:28].[CH:17]([N:18]([CH:19]([CH3:20])[CH3:21])[CH2:22][CH3:23])([CH3:24])[CH3:25].[Cl:1][CH2:2][CH2:3][N:4]1[CH2:5][CH2:6][O:7][CH2:8][CH2:9]1.[Cl:29][CH2:30][Cl:31].[Na+:33].[OH-:32]>>[CH2:2]([CH2:3][N:4]1[CH2:5][CH2:6][O:7][CH2:8][CH2:9]1)[NH:14][CH2:13][CH2:12][C:11]([CH3:10])([CH3:15])[CH3:16].